Dataset: the Open Reaction Database (ORD), a public repository of structured organic reaction records. Task: describe an organic reaction: reactants, conditions, products, and yield The reactants are C(C)C1(CO)CO1 (2-Ethyl-2,3-epoxypropanol), C(C)C1(CO)CO1 (2-ethyl-2,3-epoxypropanol), C(=C)[Mg]Br (Vinyl magnesium bromide), Cl (HCl), C(=O)=O (dry ice). The reagents and catalysts are [Cu](I)I (copper iodide). The solvent is C(C)#N (acetonitrile), O1CCCC1 (tetrahydrofuran). Conditions: temperature -30 celsius, time 2 hour. Product: C(C)C(CO)(CCC=C)O (2-Ethyl-2-hydroxyhex-5-enol). Isolated yield 60.0%. As a reaction SMILES: [CH2:1]([C:3]1([O:7][CH2:6]1)[CH2:4][OH:5])[CH3:2].[C:8](=O)=O.[CH:11]([Mg]Br)=[CH2:12].Cl>O1CCCC1.[Cu](I)I.C(#N)C>[CH2:1]([C:3]([OH:7])([CH2:6][CH2:8][CH:11]=[CH2:12])[CH2:4][OH:5])[CH3:2]. Reported procedure: A mixture of 2R 2-ethyl-2,3-epoxypropanol (2.6 g, 25.5 mmol) and copper iodide (475 mg, 2.5 mmol) was stirred in tetrahydrofuran (50 mL) under nitrogen and brought to -30° C. (dry ice, acetonitrile). Vinyl magnesium bromide [32 mL, 2M in tetrahydrofuran (THF), 2.5 eq] was added from a dropping funnel at such a rate as to maintain the temperature at -25° to -30° C. The reaction mixture was stirred at -30° C. for 2 h then brought to 0° C. and acidified with 10% HCl. The THF layer was separated and... Reaction SMILES: [CH3:9][O:10][C:11](=[O:12])[CH:13]([CH2:14][CH:15]([CH3:16])[CH3:17])[NH2:18].[Cl:23][c:24]1[c:25]([N:31]=[C:32]=[S:33])[cH:26][cH:27][cH:28][c:29]1[Cl:30].[OH:19][CH2:20][CH2:21][NH2:22].[OH:1][CH2:2][CH:3]([CH2:4][CH:5]([CH3:6])[CH3:7])[NH2:8]>>[CH2:2]1[CH:3]([CH2:4][CH:5]([CH3:6])[CH3:7])[NH:8][C:32](=[N:31][c:25]2[c:24]([Cl:23])[c:29]([Cl:30])[cH:28][cH:27][cH:26]2)[S:33]1. The reactants are COC(=O)C(N)CC(C)C, S=C=Nc1cccc(Cl)c1Cl, NCCO, CC(C)CC(N)CO. The product is CC(C)CC1CSC(=Nc2cccc(Cl)c2Cl)N1. The reactants are O=C([O-])[O-], CCOC(C)=O, CN(C)C=O, CCCCCC, FC(F)Cl, Cl, [K+], [K+], O=Cc1ccc(O)c(O)c1. The product is O=Cc1ccc(OC(F)F)c(O)c1. RXN SMILES: [C:11](=[O:12])([O-:13])[O-:14].[C:33]([O:34][CH2:35][CH3:36])(=[O:37])[CH3:38].[CH3:22][N:23]([CH3:24])[CH:25]=[O:26].[CH3:27][CH2:28][CH2:29][CH2:30][CH2:31][CH3:32].[Cl:17][CH:18]([F:19])[F:20].[ClH:21].[K+:15].[K+:16].[OH:1][c:2]1[cH:3][c:4]([CH:5]=[O:6])[cH:7][cH:8][c:9]1[OH:10]>>[OH:1][c:2]1[cH:3][c:4]([CH:5]=[O:6])[cH:7][cH:8][c:9]1[O:10][CH:18]([F:19])[F:20]. Starting materials: C(C)OC(C[C@@H](CCC[C@@H](CCCC(C)C)C)C)=O (3(R),7(R),11-trimethyl-dodecanoic acid ethyl ester), [OH-].[Na+] (NaOH). Solvent: CO (methanol). Yields the product C[C@@H](CC(=O)O)CCC[C@@H](CCCC(C)C)C (3(R),7(R),11-Trimethyl-Dodecanoic Acid). The yield is 82.3%. Reaction SMILES: C([O:3][C:4](=[O:19])[CH2:5][C@H:6]([CH3:18])[CH2:7][CH2:8][CH2:9][C@H:10]([CH3:17])[CH2:11][CH2:12][CH2:13][CH:14]([CH3:16])[CH3:15])C.[OH-].[Na+]>CO>[CH3:18][C@H:6]([CH2:7][CH2:8][CH2:9][C@H:10]([CH3:17])[CH2:11][CH2:12][CH2:13][CH:14]([CH3:16])[CH3:15])[CH2:5][C:4]([OH:19])=[O:3] |f:1.2|. Procedure: 145 mg of 3(R),7(R),11-trimethyl-dodecanoic acid ethyl ester and 0.5 ml of 6 N aqueous NaOH were refluxed in 3 ml of methanol for 2.0 hr. The methanol was removed at reduced pressure and water (100 ml) was added. The aqueous alkaline solution was extracted with diethyl ether (2 × 30 ml), cooled in an ice-bath, and acidified with concentrated hydrochloric acid. The acidic aqueous solution was extracted with diethyl ether (3 × 20 ml). The combined ether extract was washed with water (3 × 20 ml) an... The reactants are CC(C)(C)NCC(=O)c1ccc(O)c(O)c1, C[O-], CN(C)C=O, Cl, [Na+], Cc1cccc(Cl)c1. Yields the product Cc1cccc(Oc2ccc(C(=O)CNC(C)(C)C)cc2O)c1, Cl. As a reaction SMILES: [C:2]([CH3:3])([CH3:4])([CH3:5])[NH:6][CH2:7][C:8](=[O:9])[c:10]1[cH:11][c:12]([OH:17])[c:13]([OH:16])[cH:14][cH:15]1.[CH3:18][O-:19].[CH3:29][N:30]([CH3:31])[CH:32]=[O:33].[ClH:1].[Na+:20].[c:21]1([CH3:28])[cH:22][c:23]([Cl:27])[cH:24][cH:25][cH:26]1>>[C:2]([CH3:3])([CH3:4])([CH3:5])[NH:6][CH2:7][C:8](=[O:9])[c:10]1[cH:11][c:12]([OH:17])[c:13]([O:16][c:23]2[cH:22][c:21]([CH3:28])[cH:26][cH:25][cH:24]2)[cH:14][cH:15]1.[ClH:27]. Reactants: C(C=C)C1C(CCC(C(OC(C2CCCCN2C(C(C2(C(CC(C(C(CC(CC(=C1)C)C)OC)O2)OC)C)O)=O)=O)=O)C(=CC2CC(C(CC2)O)OC)C)C)=O (17-Allyl-1-hydroxy-12-[2'-(4"-hydroxy-3"-methoxycyclohexyl)-1'-methylvinyl]-23,25-dimethoxy-13,19,21,27-tetramethyl-11,28-dioxa-4-azatricyclo[22.3.1.04,9 ]octacos-18-ene-2,3,10,16-tetraone), C(C)(C)N(CC)C(C)C (diisopropylethylamine), [N+](=O)([O-])C1=C(C=CC=C1)S(=O)(=O)Cl (2-nitrobenzenesulfonyl chloride). Reagents/catalysts: CN(C1=CC=NC=C1)C (4-dimethylaminopyridine). Solvent: C(Cl)Cl (methylene chloride). Run at time 5 hour. The product is C(C=C)C1C(CCC(C(OC(C2CCCCN2C(C(C2(C(CC(C(C(CC(CC(=C1)C)C)OC)O2)OC)C)O)=O)=O)=O)C(=CC2CC(C(CC2)OS(=O)(=O)C2=C(C=CC=C2)[N+](=O)[O-])OC)C)C)=O (17-allyl-1-hydroxy-12-[2'-[4"-(2"'-nitrobenzenesulfonyloxy)-3"-methoxycyclohexyl]-1'-methylvinyl]-23,25-dimethoxy-13,19,21,27-tetramethyl-11,28-dioxa-4-azatricyclo[22.3.1.04,9 ]octacos-18-ene-2,3,10,16-tetraone). The yield is 55.2%. As a reaction SMILES: [CH2:1]([CH:4]1[CH:30]=[C:29]([CH3:31])[CH2:28][CH:27]([CH3:32])[CH2:26][CH:25]([O:33][CH3:34])[CH:24]2[O:35][C:20]([OH:39])([CH:21]([CH3:38])[CH2:22][CH:23]2[O:36][CH3:37])[C:19](=[O:40])[C:18](=[O:41])[N:17]2[CH:12]([CH2:13][CH2:14][CH2:15][CH2:16]2)[C:11](=[O:42])[O:10][CH:9]([C:43]([CH3:54])=[CH:44][CH:45]2[CH2:50][CH2:49][CH:48]([OH:51])[CH:47]([O:52][CH3:53])[CH2:46]2)[CH:8]([CH3:55])[CH2:7][CH2:6][C:5]1=[O:56])[CH:2]=[CH2:3].C(N(C(C)C)CC)(C)C.[N+:66]([C:69]1[CH:74]=[CH:73][CH:72]=[CH:71][C:70]=1[S:75](Cl)(=[O:77])=[O:76])([O-:68])=[O:67]>C(Cl)Cl.CN(C)C1C=CN=CC=1>[CH2:1]([CH:4]1[CH:30]=[C:29]([CH3:31])[CH2:28][CH:27]([CH3:32])[CH2:26][CH:25]([O:33][CH3:34])[CH:24]2[O:35][C:20]([OH:39])([CH:21]([CH3:38])[CH2:22][CH:23]2[O:36][CH3:37])[C:19](=[O:40])[C:18](=[O:41])[N:17]2[CH:12]([CH2:13][CH2:14][CH2:15][CH2:16]2)[C:11](=[O:42])[O:10][CH:9]([C:43]([CH3:54])=[CH:44][CH:45]2[CH2:50][CH2:49][CH:48]([O:51][S:75]([C:70]3[CH:71]=[CH:72][CH:73]=[CH:74][C:69]=3[N+:66]([O-:68])=[O:67])(=[O:76])=[O:77])[CH:47]([O:52][CH3:53])[CH2:46]2)[CH:8]([CH3:55])[CH2:7][CH2:6][C:5]1=[O:56])[CH:2]=[CH2:3]. Procedure: To a solution of 17-allyl-1-hydroxy-12-[2'-(4"-hydroxy-3"-methoxycyclohexyl)-1'-methylvinyl]-23,25-dimethoxy-13,19,21,27-tetramethyl-11,28-dioxa-4-azatricyclo[22.3.1.04,9 ]octacos-18-ene-2,3,10,16-tetraone (176 mg, Example 57) in dry methylene chloride (10 ml) is added diisopropylethylamine (117 μl) followed by 2-nitrobenzenesulfonyl chloride (104 mg), then 4-dimethylaminopyridine (55 mg). The yellow solution is stirred at room temperature under nitrogen atmosphere for 5 h, then quenched with sa...